describe an organic reaction: reactants, conditions, products, and yield From a dataset of the Open Reaction Database (ORD), a public repository of structured organic reaction records. Reported procedure: The title compound was prepared according to the procedure described in Example 39 step 3 by using (R)-1-(4-(4-(7-methoxyquinolin-4-yloxy)-3-fluorophenylcarbamoyl)-2,3-dihydro-5-methyl-3-oxo-2-phenylpyrazol-1-yl)propan-2-yl-2-(methylamino)acetate (82.3 mg, 0.134 mmol) and succinic acid (31.6 mg, 0.268 mmol, Guangdong Chemical Reagent Engineering-technological Research and Development Center). The title compound was abtained as a pale yellow solid (70.5 mg, 72%). RXN SMILES: [CH3:1][O:2][C:3]1[CH:12]=[C:11]2[C:6]([C:7]([O:13][C:14]3[CH:19]=[CH:18][C:17]([NH:20][C:21]([C:23]4[C:24](=[O:44])[N:25]([C:38]5[CH:43]=[CH:42][CH:41]=[CH:40][CH:39]=5)[N:26]([CH2:29][C@H:30]([O:32][C:33](=[O:37])[CH2:34][NH:35][CH3:36])[CH3:31])[C:27]=4[CH3:28])=[O:22])=[CH:16][C:15]=3[F:45])=[CH:8][CH:9]=[N:10]2)=[CH:5][CH:4]=1.[C:46]([OH:53])(=[O:52])[CH2:47][CH2:48][C:49]([OH:51])=[O:50]>>[C:46]([OH:53])(=[O:52])[CH2:47][CH2:48][C:49]([OH:51])=[O:50].[CH3:36][NH:35][CH2:34][C:33]([O:32][C@H:30]([CH3:31])[CH2:29][N:26]1[C:27]([CH3:28])=[C:23]([C:21](=[O:22])[NH:20][C:17]2[CH:18]=[CH:19][C:14]([O:13][C:7]3[C:6]4[C:11](=[CH:12][C:3]([O:2][CH3:1])=[CH:4][CH:5]=4)[N:10]=[CH:9][CH:8]=3)=[C:15]([F:45])[CH:16]=2)[C:24](=[O:44])[N:25]1[C:38]1[CH:39]=[CH:40][CH:41]=[CH:42][CH:43]=1)=[O:37] |f:2.3|. Yields the product C(CCC(=O)O)(=O)O.CNCC(=O)O[C@@H](CN1N(C(C(=C1C)C(NC1=CC(=C(C=C1)OC1=CC=NC2=CC(=CC=C12)OC)F)=O)=O)C1=CC=CC=C1)C ((R)-1-(4-(3-fluoro-4-(7-methoxyquinolin-4-yloxy)phenylcarbamoyl)-5-methyl-3-oxo-2-phenyl-2,3-dihydropyrazol-1-yl)propan-2-yl 2-(methylamino)acetate succinate). Starting materials: COC1=CC=C2C(=CC=NC2=C1)OC1=C(C=C(C=C1)NC(=O)C=1C(N(N(C1C)C[C@@H](C)OC(CNC)=O)C1=CC=CC=C1)=O)F ((R)-1-(4-(4-(7-methoxyquinolin-4-yloxy)-3-fluorophenylcarbamoyl)-2,3-dihydro-5-methyl-3-oxo-2-phenylpyrazol-1-yl)propan-2-yl-2-(methylamino)acetate), C(CCC(=O)O)(=O)O (succinic acid), solid. Reactants: [OH-].[Na+] (sodium hydroxide), C(C1=CC=CC=C1)N1C(C(CC1=O)CC#N)C1=C(C=CC=C1Cl)Cl (1-benzyl-3-cyanomethyl-2-(2,6-dichlorophenyl)pyrrolidin-5-one), O (water). The product is C(C1=CC=CC=C1)N1C(C(CC1)CC(=O)O)C1=C(C=CC=C1Cl)Cl (1-Benzyl-2-(2,6-dichlorophenyl)pyrrolidin-3-acetic acid). RXN SMILES: [OH-:1].[Na+].[CH2:3]([N:10]1[C:14](=O)[CH2:13][CH:12]([CH2:16][C:17]#N)[CH:11]1[C:19]1[C:24]([Cl:25])=[CH:23][CH:22]=[CH:21][C:20]=1[Cl:26])[C:4]1[CH:9]=[CH:8][CH:7]=[CH:6][CH:5]=1.[OH2:27]>>[CH2:3]([N:10]1[CH2:14][CH2:13][CH:12]([CH2:16][C:17]([OH:27])=[O:1])[CH:11]1[C:19]1[C:24]([Cl:25])=[CH:23][CH:22]=[CH:21][C:20]=1[Cl:26])[C:4]1[CH:9]=[CH:8][CH:7]=[CH:6][CH:5]=1 |f:0.1|. Procedure: To 90 ml of water containing 10 g of sodium hydroxide was added 5.0 g of 1-benzyl-3-cyanomethyl-2-(2,6-dichlorophenyl)pyrrolidin-5-one. The reaction was refluxed 5 hours, cooled, and filtered. Extraction of the aqueous phase with ether followed by addition of ice and acidification with concentrated hydrochloric acid gave a solid which was then triturated with ether to yield beige crystals. Vacuum drying (0.1 Torr) under refluxing toluene for 15 hours followed by recrystallization from ethanol pr... The reactants are O=C(Nc1ccc(Oc2ccc(Br)cc2)cc1)c1ccc(Cl)c(Cl)c1, CC(C)(C)OC(=O)N1CCC(=O)CC1, [Li]CCCC, C1CCOC1, CCCCCC, [Cl-], [NH4+]. The product is CC(C)(C)OC(=O)N1CCC(O)(c2ccc(Oc3ccc(NC(=O)c4ccc(Cl)c(Cl)c4)cc3)cc2)CC1. RXN SMILES: [Br:1][c:2]1[cH:3][cH:4][c:5]([O:6][c:7]2[cH:8][cH:9][c:10]([NH:13][C:14]([c:15]3[cH:16][c:17]([Cl:22])[c:18]([Cl:21])[cH:19][cH:20]3)=[O:23])[cH:11][cH:12]2)[cH:24][cH:25]1.[C:37]([CH3:38])([CH3:39])([CH3:40])[O:41][C:42](=[O:43])[N:44]1[CH2:45][CH2:46][C:47](=[O:50])[CH2:48][CH2:49]1.[CH2:32]([Li:33])[CH2:34][CH2:35][CH3:36].[CH2:53]1[O:54][CH2:55][CH2:56][CH2:57]1.[CH3:26][CH2:27][CH2:28][CH2:29][CH2:30][CH3:31].[Cl-:51].[NH4+:52]>>[c:2]1([C:47]2([OH:50])[CH2:46][CH2:45][N:44]([C:42]([O:41][C:37]([CH3:38])([CH3:39])[CH3:40])=[O:43])[CH2:49][CH2:48]2)[cH:3][cH:4][c:5]([O:6][c:7]2[cH:8][cH:9][c:10]([NH:13][C:14]([c:15]3[cH:16][c:17]([Cl:22])[c:18]([Cl:21])[cH:19][cH:20]3)=[O:23])[cH:11][cH:12]2)[cH:24][cH:25]1.